Task: describe an organic reaction: reactants, conditions, products, and yield. Dataset: the Open Reaction Database (ORD), a public repository of structured organic reaction records The reactants are [Mg] (magnesium), [Mg] (magnesium), BrC(CCC)CCC (4-bromoheptane), Grignard reagent, ClC1=CC(=NC=2N1N=C(C2)C)C (7-chloro-2,5-dimethyl-pyrazolo[1,5-a]pyrimidine), [Cl-].[NH4+] (ammonium chloride). Reagents/catalysts: BrC(CCC)CCC (4-bromoheptane), II (iodine). Run in C1CCOC1 (THF), C1CCOC1 (THF), C1CCOC1 (THF). Reaction conditions: temperature 0 celsius, time 30 minute. The product is C(CC)C(CCC)C1=CC(=NC=2N1N=C(C2)C)C (7-(1-Propyl-butyl)-2,5-dimethyl-pyrazolo[1,5-a]pyrimidine). The yield is 1086.8%. Reaction SMILES: [Mg].Br[CH:3]([CH2:7][CH2:8][CH3:9])[CH2:4][CH2:5][CH3:6].Cl[C:11]1[N:16]2[N:17]=[C:18]([CH3:20])[CH:19]=[C:15]2[N:14]=[C:13]([CH3:21])[CH:12]=1.[Cl-].[NH4+]>C1COCC1.BrC(CCC)CCC.II>[CH2:4]([CH:3]([C:11]1[N:16]2[N:17]=[C:18]([CH3:20])[CH:19]=[C:15]2[N:14]=[C:13]([CH3:21])[CH:12]=1)[CH2:7][CH2:8][CH3:9])[CH2:5][CH3:6] |f:3.4|. Reported procedure: Heat a mixture of magnesium turnings (3.5 g, 144 mmol) and a catalytic amount of iodine (100 mg) in THF (100 mL) to 65° C. under a nitrogen atmosphere. Add a few drops of neat 4-bromoheptane and heat the mixture until the reaction starts. Then add a solution of 4-bromoheptane (17.6 mL, 94 9 mmol) in THF (42 mL) keeping the temperature at 65-70° C. over 2 h. Reflux the mixture for an additional hour and then cool the reaction to 22° C. Add the prepared Grignard reagent to a solution of 7-chloro-2... Starting materials: CN1CCOCC1, CN(C)C1(c2ccccc2)CCC(=CC(=O)O)CC1, CN(C)C=O, C(=NC1CCCCC1)=NC1CCCCC1, Cl, NCCc1ccccc1, [Na+], [OH-], O, On1nnc2ccccc21. Yields the product CN(C)C1(c2ccccc2)CCC(=CC(=O)NCCc2ccccc2)CC1. RXN SMILES: [CH3:20][N:21]1[CH2:22][CH2:23][O:24][CH2:25][CH2:26]1.[CH3:28][N:29]([C:30]1([c:40]2[cH:41][cH:42][cH:43][cH:44][cH:45]2)[CH2:31][CH2:32][C:33](=[CH:36][C:37](=[O:38])[OH:39])[CH2:34][CH2:35]1)[CH3:46].[CH3:64][N:65]([CH3:66])[CH:67]=[O:68].[CH:47]1([N:48]=[C:49]=[N:50][CH:51]2[CH2:52][CH2:53][CH2:54][CH2:55][CH2:56]2)[CH2:57][CH2:58][CH2:59][CH2:60][CH2:61]1.[ClH:27].[NH2:11][CH2:12][CH2:13][c:14]1[cH:15][cH:16][cH:17][cH:18][cH:19]1.[Na+:63].[OH-:62].[OH2:69].[OH:1][n:2]1[c:3]2[cH:4][cH:5][cH:6][cH:7][c:8]2[n:9][n:10]1>>[NH:11]([CH2:12][CH2:13][c:14]1[cH:15][cH:16][cH:17][cH:18][cH:19]1)[C:37]([CH:36]=[C:33]1[CH2:32][CH2:31][C:30]([N:29]([CH3:28])[CH3:46])([c:40]2[cH:41][cH:42][cH:43][cH:44][cH:45]2)[CH2:35][CH2:34]1)=[O:39]. The reactants are NC1=C(C=C(C=C1)C(F)(F)F)/C=C/C(=O)OCC ((E)-ethyl 3-(2-amino-5-(trifluoromethyl)phenyl)acrylate). As a reaction SMILES: [NH2:1][C:2]1[CH:7]=[CH:6][C:5]([C:8]([F:11])([F:10])[F:9])=[CH:4][C:3]=1/[CH:12]=[CH:13]/[C:14]([O:16]CC)=O>Cl.O1CCOCC1>[F:9][C:8]([F:11])([F:10])[C:5]1[CH:4]=[C:3]2[C:2](=[CH:7][CH:6]=1)[NH:1][C:14](=[O:16])[CH:13]=[CH:12]2. Conditions: temperature 100 celsius. Procedure: To a stirring mixture of (E)-ethyl 3-(2-amino-5-(trifluoromethyl)phenyl)acrylate (4 g, 15.4 mmol) in 4N HCl in dioxane (20 mL) was added concentrated HCl (3 mL). The resulting mixture was warmed to 100° C. overnight. The reaction mixture was cooled to rt and then slowly quenched with a cold saturated NaHCO3 solution until pH>7. A normal aqueous extraction with EtOAc was followed. The crude mixture was taken directly to the next reaction without further purification. Retention time(min)=1.849, me... Run in Cl (HCl), O1CCOCC1 (dioxane), Cl (HCl). Yields the product FC(C=1C=C2C=CC(NC2=CC1)=O)(F)F (6-(Trifluoromethyl)quinolin-2(1H)-one). The reactants are c1(cc(ncc1F)Br)B(O)O, c1(ccccn1)I. The reagents and catalysts are c1ccc(cc1)-c2c3ccccc3cc4ccccc24 (9-Phenylanthracene), [F-].[Cs+] (CsF), P(C1CCCC1)(c1ccccc1)c1ccccc1.P(C1CCCC1)(c1ccccc1)c1ccccc1.C(Cl)Cl.[Pd](Cl)Cl.[Fe]. The solvent is C1COCCO1 (Dioxane). Reaction conditions: temperature 80 celsius, time nan hour. The product is Fc1cnc(Br)cc1c2ccccn2. As a reaction SMILES: I[c:1]1[n:6][cH:5][cH:4][cH:3][cH:2]1.OB([c:7]1[c:13]([F:14])[cH:12][n:11][c:9]([Br:10])[cH:8]1)O>>[F:14][c:13]1[c:7]([c:1]2[n:6][cH:5][cH:4][cH:3][cH:2]2)[cH:8][c:9]([Br:10])[n:11][cH:12]1. The reactants are COc1ccc(N2CCOCC2)c2sc(NC(=O)c3ccnc(Br)c3)nc12, O=C([O-])[O-], COCCN, [Cs+], [Cs+]. Yields the product COCCNc1cc(C(=O)Nc2nc3c(OC)ccc(N4CCOCC4)c3s2)ccn1. RXN SMILES: [Br:1][c:2]1[cH:3][c:4]([C:5](=[O:6])[NH:7][c:8]2[s:9][c:10]3[c:11]([n:12]2)[c:13]([O:23][CH3:24])[cH:14][cH:15][c:16]3[N:17]2[CH2:18][CH2:19][O:20][CH2:21][CH2:22]2)[cH:25][cH:26][n:27]1.[C:28](=[O:29])([O-:30])[O-:31].[CH3:34][O:35][CH2:36][CH2:37][NH2:38].[Cs+:32].[Cs+:33]>>[c:2]1([NH:38][CH2:37][CH2:36][O:35][CH3:34])[cH:3][c:4]([C:5](=[O:6])[NH:7][c:8]2[s:9][c:10]3[c:11]([n:12]2)[c:13]([O:23][CH3:24])[cH:14][cH:15][c:16]3[N:17]2[CH2:18][CH2:19][O:20][CH2:21][CH2:22]2)[cH:25][cH:26][n:27]1. The reactants are CNC, CN1CCCC1=O, O=[N+]([O-])c1ccc2nc(-c3cccc(F)c3)cc(Cl)c2c1, O. Yields the product CN(C)c1cc(-c2cccc(F)c2)nc2ccc([N+](=O)[O-])cc12. RXN SMILES: [CH3:22][NH:23][CH3:24].[CH3:26][N:27]1[CH2:28][CH2:29][CH2:30][C:31]1=[O:32].[N+:1](=[O:2])([O-:3])[c:4]1[cH:5][c:6]2[c:7]([Cl:21])[cH:8][c:9](-[c:14]3[cH:15][c:16]([F:20])[cH:17][cH:18][cH:19]3)[n:10][c:11]2[cH:12][cH:13]1.[OH2:25]>>[N+:1](=[O:2])([O-:3])[c:4]1[cH:5][c:6]2[c:7]([N:23]([CH3:22])[CH3:24])[cH:8][c:9](-[c:14]3[cH:15][c:16]([F:20])[cH:17][cH:18][cH:19]3)[n:10][c:11]2[cH:12][cH:13]1. The reactants are C(C=C)C1(CCN(CC1)C(=O)OC(C)(C)C)O (tert-butyl 4-allyl-4-hydroxypiperidine-1-carboxylate), [Na+].[I-] (NaI), C[Si](C(F)(F)F)(C)C (trimethyl(trifluoromethyl)silane), C1CCOC1 (THF). The solvent is C(Cl)Cl (DCM). Conditions: temperature 80 celsius, time 8 hour. Yields the product FC1(C(C1)CC1(CCN(CC1)C(=O)OC(C)(C)C)O)F (tert-butyl 4-((2,2-difluorocyclopropyl)methyl)-4-hydroxypiperidine-1-carboxylate). Reaction SMILES: [CH2:1]([C:4]1([OH:17])[CH2:9][CH2:8][N:7]([C:10]([O:12][C:13]([CH3:16])([CH3:15])[CH3:14])=[O:11])[CH2:6][CH2:5]1)[CH:2]=[CH2:3].[Na+].[I-].C[Si](C)(C)[C:22]([F:25])(F)[F:23].C1COCC1>C(Cl)Cl>[F:23][C:22]1([F:25])[CH2:3][CH:2]1[CH2:1][C:4]1([OH:17])[CH2:9][CH2:8][N:7]([C:10]([O:12][C:13]([CH3:16])([CH3:15])[CH3:14])=[O:11])[CH2:6][CH2:5]1 |f:1.2|. Reported procedure: To a sealed tube was added tert-butyl 4-allyl-4-hydroxypiperidine-1-carboxylate 11B (280 mg, 1.16 mmol), NaI (112 mg, 0.74 mmol), trimethyl(trifluoromethyl)silane (0.6 mL) and THF (10 mL), The tube was sealed, and then the mixture was stirred at 80° C. overnight. The resulting mixture was diluted with DCM, filtered, and the filtrate was concentrated in vacuo to give the crude product 11C which was used for next step without further purification. LC-MS: m/z 292.3 (M+H)+ Starting materials: ClC(=C(C)C)N(C)C (1-Chloro-N,N,2-trimethylpropenylamine), COC1=C(C=C(C=C1)NC(C1=C(C=CC(=C1)CNC(=O)C(C)(C)C)Cl)=O)C(=O)O (N-[4-methoxy-3-hydroxycarbonyl-phenyl]-2-chloro-5-(tert-butylcarbonylamino)methyl-benzamide), ClC(=C(C)C)N(C)C (1-chloro-N,N,2-trimethylpropenylamine), TEA, NC1=NC=CC(=C1)C(F)(F)F (2-amino-4-trifluormethyl-pyridine). The solvent is C1CCOC1 (THF). Run at time 2 hour. Product: COC1=C(C=C(C=C1)NC(C1=C(C=CC(=C1)CNC(=O)C(C)(C)C)Cl)=O)C(=O)NC1=NC=CC(=C1)C(F)(F)F (N-[4-Methoxy-3-(4-trifluoromethyl-pyridin-2-yl)aminocarbonyl-phenyl]-2-chloro-5-(tert-butylcarbonylamino)methyl-benzamide). RXN SMILES: ClC(N(C)C)=C(C)C.[CH3:9][O:10][C:11]1[CH:16]=[CH:15][C:14]([NH:17][C:18](=[O:34])[C:19]2[CH:24]=[C:23]([CH2:25][NH:26][C:27]([C:29]([CH3:32])([CH3:31])[CH3:30])=[O:28])[CH:22]=[CH:21][C:20]=2[Cl:33])=[CH:13][C:12]=1[C:35]([OH:37])=O.[NH2:38][C:39]1[CH:44]=[C:43]([C:45]([F:48])([F:47])[F:46])[CH:42]=[CH:41][N:40]=1>C1COCC1>[CH3:9][O:10][C:11]1[CH:16]=[CH:15][C:14]([NH:17][C:18](=[O:34])[C:19]2[CH:24]=[C:23]([CH2:25][NH:26][C:27]([C:29]([CH3:31])([CH3:32])[CH3:30])=[O:28])[CH:22]=[CH:21][C:20]=2[Cl:33])=[CH:13][C:12]=1[C:35]([NH:38][C:39]1[CH:44]=[C:43]([C:45]([F:47])([F:46])[F:48])[CH:42]=[CH:41][N:40]=1)=[O:37]. Procedure details: 1-Chloro-N,N,2-trimethylpropenylamine (23 was added to a mixture of N-[4-methoxy-3-hydroxycarbonyl-phenyl]-2-chloro-5-(tert-butylcarbonylamino)methyl-benzamide (60.0 mg, 0.143 mmol, prepared from ethyl 5-amino-2-methoxy benzoate in analogy to step 5c and 5d) in 2.0 mL THF and it was stirred for 2 h. additional 80 μL of 1-chloro-N,N,2-trimethylpropenylamine were added and it was stirred for another 2 h. Then TEA (0.100 mL) and 2-amino-4-trifluormethyl-pyridine (23.2 mg, 0.143 mmol) were added and... Starting materials: c1ccc(COc2ccc(-c3cocn3)cc2)cc1, CO. Yields the product Oc1ccc(-c2cocn2)cc1. Reaction SMILES: [CH2:1]([c:2]1[cH:3][cH:4][cH:5][cH:6][cH:7]1)[O:8][c:9]1[cH:10][cH:11][c:12](-[c:15]2[n:16][cH:17][o:18][cH:19]2)[cH:13][cH:14]1.[CH3:20][OH:21]>>[OH:8][c:9]1[cH:10][cH:11][c:12](-[c:15]2[n:16][cH:17][o:18][cH:19]2)[cH:13][cH:14]1. Reactants: CO, CCCN1CC=C(c2cccc(Cl)c2Cl)CC1, Cl, O=[Pt]. Yields the product CCCN1CCC(c2cccc(Cl)c2Cl)CC1. As a reaction SMILES: [CH3:19][OH:20].[Cl:1][c:2]1[c:3]([C:9]2=[CH:14][CH2:13][N:12]([CH2:15][CH2:16][CH3:17])[CH2:11][CH2:10]2)[cH:4][cH:5][cH:6][c:7]1[Cl:8].[ClH:18].[Pt:21]=[O:22]>>[Cl:1][c:2]1[c:3]([CH:9]2[CH2:10][CH2:11][N:12]([CH2:15][CH2:16][CH3:17])[CH2:13][CH2:14]2)[cH:4][cH:5][cH:6][c:7]1[Cl:8].